Dataset: the Open Reaction Database (ORD), a public repository of structured organic reaction records. Task: describe an organic reaction: reactants, conditions, products, and yield Reactants: [Br-], CCCc1c(Cc2ccc(-c3ccccc3C#N)cc2F)c(=O)n(C2CC(C(=O)N(C)OC)C2)c2nc(C)nn12, C[Mg+], [Cl-], [NH4+], C1CCOC1, C1CCOC1. The product is CCCc1c(Cc2ccc(-c3ccccc3C#N)cc2F)c(=O)n(C2CC(C(C)=O)C2)c2nc(C)nn12. As a reaction SMILES: [Br-:46].[C:1](#[N:2])[c:3]1[c:4](-[c:9]2[cH:10][c:11]([F:40])[c:12]([CH2:15][c:16]3[c:17](=[O:39])[n:18]([CH:29]4[CH2:30][CH:31]([C:33](=[O:34])[N:35]([O:36][CH3:37])[CH3:38])[CH2:32]4)[c:19]4[n:20]([c:21]3[CH2:22][CH2:23][CH3:24])[n:25][c:26]([CH3:28])[n:27]4)[cH:13][cH:14]2)[cH:5][cH:6][cH:7][cH:8]1.[CH3:47][Mg+:48].[Cl-:54].[NH4+:55].[O:41]1[CH2:42][CH2:45][CH2:44][CH2:43]1.[O:49]1[CH2:50][CH2:51][CH2:52][CH2:53]1>>[C:1](#[N:2])[c:3]1[c:4](-[c:9]2[cH:10][c:11]([F:40])[c:12]([CH2:15][c:16]3[c:17](=[O:39])[n:18]([CH:29]4[CH2:30][CH:31]([C:33](=[O:34])[CH3:42])[CH2:32]4)[c:19]4[n:20]([c:21]3[CH2:22][CH2:23][CH3:24])[n:25][c:26]([CH3:28])[n:27]4)[cH:13][cH:14]2)[cH:5][cH:6][cH:7][cH:8]1. Reactants: FC(C1=NOC(=N1)CN1CCC(CC1)O)(F)F (1-((3-(trifluoromethyl)-1,2,4-oxadiazol-5-yl)methyl)piperidin-4-ol), FC=1C=C(C=C(C1O)F)C1(CCN(CC1)C(=O)OC(C)(C)C)F (tert-Butyl 4-(3,5-difluoro-4-hydroxyphenyl)-4-fluoropiperidine-1-carboxylate), C1(=CC=CC=C1)P(C1=CC=CC=C1)C1=CC=CC=C1 (triphenylphosphine), N(=NC(=O)OCC)C(=O)OCC (diethyl azodicarboxylate). Solvent: ClCCl (dichloromethane), ClCCl (dichloromethane). Run at time 8 hour. Product: FC=1C=C(C=C(C1OC1CCN(CC1)CC1=NC(=NO1)C(F)(F)F)F)C1(CCN(CC1)C(=O)OC(C)(C)C)O (tert-butyl 4-(3,5-difluoro-4-((1-((3-(trifluoromethyl)-1,2,4-oxadiazol-5-yl)methyl)piperidin-4-yl)oxy)phenyl)-4-hydroxypiperidine-1-carboxylate). As a reaction SMILES: [F:1][C:2]1[CH:3]=[C:4]([C:10]2(F)[CH2:15][CH2:14][N:13]([C:16]([O:18][C:19]([CH3:22])([CH3:21])[CH3:20])=[O:17])[CH2:12][CH2:11]2)[CH:5]=[C:6]([F:9])[C:7]=1[OH:8].C1(P(C2C=CC=CC=2)C2C=CC=CC=2)C=CC=CC=1.N(C(OCC)=O)=NC(OCC)=[O:46].[F:55][C:56]([F:71])([F:70])[C:57]1[N:61]=[C:60]([CH2:62][N:63]2[CH2:68][CH2:67][CH:66](O)[CH2:65][CH2:64]2)[O:59][N:58]=1>ClCCl>[F:1][C:2]1[CH:3]=[C:4]([C:10]2([OH:46])[CH2:15][CH2:14][N:13]([C:16]([O:18][C:19]([CH3:22])([CH3:21])[CH3:20])=[O:17])[CH2:12][CH2:11]2)[CH:5]=[C:6]([F:9])[C:7]=1[O:8][CH:66]1[CH2:67][CH2:68][N:63]([CH2:62][C:60]2[O:59][N:58]=[C:57]([C:56]([F:55])([F:70])[F:71])[N:61]=2)[CH2:64][CH2:65]1. Procedure: tert-Butyl 4-(3,5-difluoro-4-hydroxyphenyl)-4-fluoropiperidine-1-carboxylate D1g in dichloromethane (1 mL) is added to a mixture of triphenylphosphine (48 mg, 0.2 mmol) and diethyl azodicarboxylate (30 mg, 0.2 mmol) in dichloromethane (2 mL), followed by 1-((3-(trifluoromethyl)-1,2,4-oxadiazol-5-yl)methyl)piperidin-4-ol D1b (40 mg, 0.15 mmol). The mixture is stirred at room temperature overnight. Concentration and flash chromatography purification (hexanes/ethyl acetate gradient) yields tert-but... Reactants: O=C([O-])C(=O)[O-], CC(C)(C)N, CC(C)O, CC(=O)C(=Cc1ccccc1)Oc1ccc(OCC2CO2)cc1. Yields the product CC(=O)C(=Cc1ccccc1)Oc1ccc(OCC(O)CNC(C)(C)C)cc1. As a reaction SMILES: [C:29]([O-:30])(=[O:31])[C:32]([O-:33])=[O:34].[CH3:24][C:25]([CH3:26])([CH3:27])[NH2:28].[CH:35]([OH:36])([CH3:37])[CH3:38].[O:1]1[CH:2]([CH2:3][O:4][c:5]2[cH:6][cH:7][c:8]([O:9][C:10]([C:11]([CH3:12])=[O:13])=[CH:14][c:15]3[cH:16][cH:17][cH:18][cH:19][cH:20]3)[cH:21][cH:22]2)[CH2:23]1>>[OH:1][CH:2]([CH2:3][O:4][c:5]1[cH:6][cH:7][c:8]([O:9][C:10]([C:11]([CH3:12])=[O:13])=[CH:14][c:15]2[cH:16][cH:17][cH:18][cH:19][cH:20]2)[cH:21][cH:22]1)[CH2:23][NH:28][C:25]([CH3:24])([CH3:26])[CH3:27]. Product: c1cncc(-c2nc(Nc3nccs3)cnc2-c2ccncc2)c1. Reactants: Brc1nccs1, O=C([O-])[O-], CC1(C)c2cccc(P(c3ccccc3)c3ccccc3)c2Oc2c(P(c3ccccc3)c3ccccc3)cccc21, [Cs+], [Cs+], O=C(C=Cc1ccccc1)C=Cc1ccccc1, C1COCCO1, O=C(C=Cc1ccccc1)C=Cc1ccccc1, O=C(C=Cc1ccccc1)C=Cc1ccccc1, [Pd], [Pd], Nc1cnc(-c2ccncc2)c(-c2cccnc2)n1. As a reaction SMILES: [Br:20][c:21]1[s:22][cH:23][cH:24][n:25]1.[C:26](=[O:27])([O-:28])[O-:29].[CH3:32][C:33]1([CH3:34])[c:35]2[cH:36][cH:37][cH:38][c:39]([P:40]([c:41]3[cH:42][cH:43][cH:44][cH:45][cH:46]3)[c:47]3[cH:48][cH:49][cH:50][cH:51][cH:52]3)[c:53]2[O:54][c:55]2[c:56]1[cH:57][cH:58][cH:59][c:60]2[P:61]([c:62]1[cH:63][cH:64][cH:65][cH:66][cH:67]1)[c:68]1[cH:69][cH:70][cH:71][cH:72][cH:73]1.[Cs+:30].[Cs+:31].[O:112]=[C:113]([CH:114]=[CH:115][c:116]1[cH:117][cH:118][cH:119][cH:120][cH:121]1)[CH:122]=[CH:123][c:124]1[cH:125][cH:126][cH:127][cH:128][cH:129]1.[O:130]1[CH2:131][CH2:132][O:133][CH2:134][CH2:135]1.[O:76]=[C:77]([CH:78]=[CH:79][c:80]1[cH:81][cH:82][cH:83][cH:84][cH:85]1)[CH:86]=[CH:87][c:88]1[cH:89][cH:90][cH:91][cH:92][cH:93]1.[O:94]=[C:95]([CH:96]=[CH:97][c:98]1[cH:99][cH:100][cH:101][cH:102][cH:103]1)[CH:104]=[CH:105][c:106]1[cH:107][cH:108][cH:109][cH:110][cH:111]1.[Pd:74].[Pd:75].[n:1]1[cH:2][c:3](-[c:7]2[c:8](-[c:14]3[cH:15][cH:16][n:17][cH:18][cH:19]3)[n:9][cH:10][c:11]([NH2:13])[n:12]2)[cH:4][cH:5][cH:6]1>>[n:1]1[cH:2][c:3](-[c:7]2[c:8](-[c:14]3[cH:15][cH:16][n:17][cH:18][cH:19]3)[n:9][cH:10][c:11]([NH:13][c:21]3[s:22][cH:23][cH:24][n:25]3)[n:12]2)[cH:4][cH:5][cH:6]1.